Dataset: the Open Reaction Database (ORD), a public repository of structured organic reaction records. Task: describe an organic reaction: reactants, conditions, products, and yield Reactants: C(C)(C)(C)OC(CCCCCCC[C@@H](\C=C\[C@@H]([C@H](CCCCC)O)O)O)=O ((9S,12S,13S)-(E)-9,12,13-trihydroxy-10-octadecaenoic Acid t-butyl Ester), [OH-].[K+] (potassium hydroxide), Cl (hydrochloric acid). The solvent is C(C)O.O (ethanol water). Conditions: time 46 hour. Yields the product CCCCC[C@@H]([C@H](/C=C/[C@H](CCCCCCCC(=O)O)O)O)O (9S,12S,13S-trihydroxy-10E-octadecenoic Acid), solid. Yield: 82.0%. As a reaction SMILES: C([O:5][C:6](=[O:27])[CH2:7][CH2:8][CH2:9][CH2:10][CH2:11][CH2:12][CH2:13][C@H:14]([OH:26])/[CH:15]=[CH:16]/[C@H:17]([OH:25])[C@@H:18]([OH:24])[CH2:19][CH2:20][CH2:21][CH2:22][CH3:23])(C)(C)C.[OH-].[K+].Cl>C(O)C.O>[CH3:23][CH2:22][CH2:21][CH2:20][CH2:19][C@H:18]([OH:24])[C@@H:17]([OH:25])/[CH:16]=[CH:15]/[C@@H:14]([OH:26])[CH2:13][CH2:12][CH2:11][CH2:10][CH2:9][CH2:8][CH2:7][C:6]([OH:27])=[O:5] |f:1.2,4.5|. Reported procedure: (9S,12S,13S)-(E)-9,12,13-trihydroxy-10-octadecaenoic acid t-butyl ester (13) (6.5 mg, 0.0168 mmol) was added to an ethanol-water (4:1) solution (500 μL) of 2.0 N potassium hydroxide at room temperature, and the mixture was stirred at room temperature for 46 hours. The reaction solution was cooled to 0° C., 1.0 N hydrochloric acid solution (500 μL) was added to the reaction solution to make it weakly acidic, and the mixture was extracted with chloroform (5 mL) three times. The organic layer was w... Starting materials: N#Cc1cc(C(F)(F)F)ccc1N1CCC(=O)CC1, [BH3-]C#N, CC(=O)O, CC(C)(C)OC(=O)NCCN, [Na+]. The product is CC(C)(C)OC(=O)NCCNC1CCN(c2ccc(C(F)(F)F)cc2C#N)CC1. Reaction SMILES: [C:1](#[N:2])[c:3]1[c:4]([N:13]2[CH2:14][CH2:15][C:16](=[O:19])[CH2:17][CH2:18]2)[cH:5][cH:6][c:7]([C:9]([F:10])([F:11])[F:12])[cH:8]1.[C:35]([BH3-:36])#[N:37].[CH3:31][C:32](=[O:33])[OH:34].[NH2:20][CH2:21][CH2:22][NH:23][C:24]([O:25][C:26]([CH3:27])([CH3:28])[CH3:29])=[O:30].[Na+:38]>>[C:1](#[N:2])[c:3]1[c:4]([N:13]2[CH2:14][CH2:15][CH:16]([NH:20][CH2:21][CH2:22][NH:23][C:24]([O:25][C:26]([CH3:27])([CH3:28])[CH3:29])=[O:30])[CH2:17][CH2:18]2)[cH:5][cH:6][c:7]([C:9]([F:10])([F:11])[F:12])[cH:8]1. Starting materials: S(O)(O)(=O)=O (sulfuric acid), O (water), C=O (formalin), ClCCCCCC(C(=O)OCC)=NO (ethyl 7-chloro-2-hydroxyiminoheptanoate), ClCCCCCC(C(=O)OCC)=NO (ethyl 7-chloro-2-hydroxyiminoheptanoate). Yields the product ClCCCCCC(C(=O)OCC)=O (ethyl 7-chloro-2-oxoheptanoate). Reaction SMILES: C=[O:2].S(=O)(=O)(O)O.O.[Cl:9][CH2:10][CH2:11][CH2:12][CH2:13][CH2:14][C:15](=NO)[C:16]([O:18][CH2:19][CH3:20])=[O:17]>>[Cl:9][CH2:10][CH2:11][CH2:12][CH2:13][CH2:14][C:15](=[O:2])[C:16]([O:18][CH2:19][CH3:20])=[O:17]. Procedure details: The solution of ethyl 7-chloro-2-hydroxyiminoheptanoate [III-1] in toluene obtained in Example 9 (without being concentrated) is added dropwise into 36 % aqueous formalin solution, and thereto is added sulfuric acid. The mixture is warmed, and further thereto is added water. The organic layer is separated, neutralized, washed with water, and concentrated under reduced pressure to give ethyl 7-chloro-2-oxoheptanoate [I-1]. Starting materials: C1(=CC=CC=C1)C(C(=O)OC1CNC(NC1)=N[N+](=O)[O-])C1=CC=CC=C1 (2-nitroiminohexahydropyrimidin-5-yl diphenylacetate), CI (methyl iodide), [H-].[Na+] (sodium hydride). The solvent is CN(C)C=O (DMF). Run at time 8 hour. Product: C1(=CC=CC=C1)C(C(=O)OC1CNC(N(C1)C)=N[N+](=O)[O-])C1=CC=CC=C1 (1-methyl-2-nitroiminohexahydropyrimidin-5-yl diphenylacetate). RXN SMILES: [C:1]1([CH:7]([C:21]2[CH:26]=[CH:25][CH:24]=[CH:23][CH:22]=2)[C:8]([O:10][CH:11]2[CH2:16][NH:15][C:14](=[N:17][N+:18]([O-:20])=[O:19])[NH:13][CH2:12]2)=[O:9])[CH:6]=[CH:5][CH:4]=[CH:3][CH:2]=1.[CH3:27]I.[H-].[Na+]>CN(C=O)C>[C:21]1([CH:7]([C:1]2[CH:2]=[CH:3][CH:4]=[CH:5][CH:6]=2)[C:8]([O:10][CH:11]2[CH2:16][N:15]([CH3:27])[C:14](=[N:17][N+:18]([O-:20])=[O:19])[NH:13][CH2:12]2)=[O:9])[CH:26]=[CH:25][CH:24]=[CH:23][CH:22]=1 |f:2.3|. Procedure details: To a mixture of 2-nitroiminohexahydropyrimidin-5-yl diphenylacetate (0.4 g) and methyl iodide (0.16 g) in DMF (4 ml), 80% sodium hydride (0.06 g) was added. The mixture was then stirred at room temperature overnight. The solvent was removed and the residue taken up with methylene chloride/water. The organic layer was evaporated and the residue was purified by column chromatography (eluent methylene chloride/methanol 98:2) to afford 1-methyl-2-nitroiminohexahydropyrimidin-5-yl diphenylacetate. M.... Reactants: CCOC(=O)c1cccnc1N, CO, CC(C)(C)OCl, Cl. Yields the product CCOC(=O)c1cc(Cl)cnc1N. Reaction SMILES: [CH2:1]([CH3:2])[O:3][C:4]([c:5]1[c:6]([NH2:11])[n:7][cH:8][cH:9][cH:10]1)=[O:12].[CH3:20][OH:21].[Cl:14][O:15][C:16]([CH3:17])([CH3:18])[CH3:19].[ClH:13]>>[CH2:1]([CH3:2])[O:3][C:4]([c:5]1[c:6]([NH2:11])[n:7][cH:8][c:9]([Cl:14])[cH:10]1)=[O:12]. Reactants: NC=1C=CC(=C2CN(C(C12)=O)C)C1CCC(CC1)N(C)C (7-amino-4-[4-(dimethylamino)cyclohexyl]-2-methyl-2,3-dihydro-1H-isoindol-1-one), NC=1C=CC(=C2CN(C(C12)=O)C)C1CCC(CC1)=O (7-amino-2-methyl-4-(4-oxocyclohexyl)-2,3-dihydro-1H-isoindol-1-one), N1CCCC1 (pyrrolidine). The product is NC=1C=CC(=C2CN(C(C12)=O)C)C1CCC(CC1)N1CCCC1 (7-amino-2-methyl-4-[4-(pyrrolidin-1-yl)cyclohexyl]-2,3-dihydro-1H-isoindol-1-one). Reaction SMILES: [NH2:1][C:2]1[CH:3]=[CH:4][C:5]([CH:13]2[CH2:18][CH2:17][CH:16]([N:19]([CH3:21])[CH3:20])[CH2:15][CH2:14]2)=[C:6]2[C:10]=1[C:9](=[O:11])[N:8]([CH3:12])[CH2:7]2.N[C:23]1C=CC(C2CCC(=O)CC2)=C2[C:31]=1C(=O)N(C)C2.N1CCCC1>>[NH2:1][C:2]1[CH:3]=[CH:4][C:5]([CH:13]2[CH2:18][CH2:17][CH:16]([N:19]3[CH2:21][CH2:31][CH2:23][CH2:20]3)[CH2:15][CH2:14]2)=[C:6]2[C:10]=1[C:9](=[O:11])[N:8]([CH3:12])[CH2:7]2. Procedure: The title product was prepared according to the procedure for Compound 233A using 7-amino-2-methyl-4-(4-oxocyclohexyl)-2,3-dihydro-1H-isoindol-1-one and pyrrolidine. Product used crude in the next step. The reactants are C(C1=CC=CC=C1)OC1=C(C=CC(=C1)CC1=C(C=CC=C1)COC)N1CC(N(S1(=O)=O)CC[Si](C)(C)C)=O (5-[2-benzyloxy-4-(2-methoxymethylbenzyl)-phenyl]-1,1-dioxo-2-(2-trimethylsilanylethyl)-1,2,5-thiadiazolidin-3-one), [F-].[Cs+] (CsF), Cl (HCl). Run in CCOC(=O)C (EtOAc), O (water), CN(C)C=O (DMF). Reaction conditions: temperature 65 celsius, time 3 hour. Yields the product C(C1=CC=CC=C1)OC1=C(C=CC(=C1)CC1=C(C=CC=C1)COC)N1CC(NS1(=O)=O)=O (5-[2-Benzyloxy-4-(2-methoxymethylbenzyl)-phenyl]-1,1-dioxo-1,2,5-thiadiazolidin-3-one). Reaction SMILES: [CH2:1]([O:8][C:9]1[CH:14]=[C:13]([CH2:15][C:16]2[CH:21]=[CH:20][CH:19]=[CH:18][C:17]=2[CH2:22][O:23][CH3:24])[CH:12]=[CH:11][C:10]=1[N:25]1[S:29](=[O:31])(=[O:30])[N:28](CC[Si](C)(C)C)[C:27](=[O:38])[CH2:26]1)[C:2]1[CH:7]=[CH:6][CH:5]=[CH:4][CH:3]=1.[F-].[Cs+].Cl>CN(C=O)C.CCOC(C)=O.O>[CH2:1]([O:8][C:9]1[CH:14]=[C:13]([CH2:15][C:16]2[CH:21]=[CH:20][CH:19]=[CH:18][C:17]=2[CH2:22][O:23][CH3:24])[CH:12]=[CH:11][C:10]=1[N:25]1[S:29](=[O:31])(=[O:30])[NH:28][C:27](=[O:38])[CH2:26]1)[C:2]1[CH:3]=[CH:4][CH:5]=[CH:6][CH:7]=1 |f:1.2|. Procedure details: To a solution of 5-[2-benzyloxy-4-(2-methoxymethylbenzyl)-phenyl]-1,1-dioxo-2-(2-trimethylsilanylethyl)-1,2,5-thiadiazolidin-3-one (375 mg, 0.679 mmol) in DMF (5 mL) is added CsF (361 mg, 2.37 mmol) and the mixture is stirred at 65° C. for 3 h. The mixture is diluted with EtOAc and water then is acidified with 1N HCl. The organic phase is washed with 1N HCl, water and brine. The organic phase is dried over sodium sulfate and the solvent is removed under reduced pressure to give the title compoun...